Dataset: the Open Reaction Database (ORD), a public repository of structured organic reaction records. Task: describe an organic reaction: reactants, conditions, products, and yield Reactants: CC1(C)OCc2cc(C(=O)CBr)ccc2O1, C1CCOC1, CO. Product: CC1(C)OCc2cc(C(O)CBr)ccc2O1. Reaction SMILES: [Br:1][CH2:2][C:3](=[O:4])[c:5]1[cH:6][c:7]2[c:8]([cH:15][cH:16]1)[O:9][C:10]([CH3:13])([CH3:14])[O:11][CH2:12]2.[CH2:19]1[O:20][CH2:21][CH2:22][CH2:23]1.[CH3:17][OH:18]>>[Br:1][CH2:2][CH:3]([OH:4])[c:5]1[cH:6][c:7]2[c:8]([cH:15][cH:16]1)[O:9][C:10]([CH3:13])([CH3:14])[O:11][CH2:12]2. Reactants: O=C([O-])[O-], COCCCc1cc(O)cc(CN(C(=O)C2CN(C(=O)OC(C)(C)C)CCC2c2ccc(OCCOc3c(Cl)cc(C)cc3Cl)cc2)C2CC2)c1, CN(C)CCCl, Cl, [K+], [K+], CN(C)C=O. The product is COCCCc1cc(CN(C(=O)C2CN(C(=O)OC(C)(C)C)CCC2c2ccc(OCCOc3c(Cl)cc(C)cc3Cl)cc2)C2CC2)cc(OCCN(C)C)c1. Reaction SMILES: [C:52](=[O:53])([O-:54])[O-:55].[CH:1]1([N:4]([C:5](=[O:6])[CH:7]2[CH2:8][N:9]([C:32](=[O:33])[O:34][C:35]([CH3:36])([CH3:37])[CH3:38])[CH2:10][CH2:11][CH:12]2[c:13]2[cH:14][cH:15][c:16]([O:19][CH2:20][CH2:21][O:22][c:23]3[c:24]([Cl:31])[cH:25][c:26]([CH3:30])[cH:27][c:28]3[Cl:29])[cH:17][cH:18]2)[CH2:39][c:40]2[cH:41][c:42]([OH:51])[cH:43][c:44]([CH2:46][CH2:47][CH2:48][O:49][CH3:50])[cH:45]2)[CH2:2][CH2:3]1.[Cl:59][CH2:60][CH2:61][N:62]([CH3:63])[CH3:64].[ClH:58].[K+:56].[K+:57].[O:65]=[CH:66][N:67]([CH3:68])[CH3:69]>>[CH:1]1([N:4]([C:5](=[O:6])[CH:7]2[CH2:8][N:9]([C:32](=[O:33])[O:34][C:35]([CH3:36])([CH3:37])[CH3:38])[CH2:10][CH2:11][CH:12]2[c:13]2[cH:14][cH:15][c:16]([O:19][CH2:20][CH2:21][O:22][c:23]3[c:24]([Cl:31])[cH:25][c:26]([CH3:30])[cH:27][c:28]3[Cl:29])[cH:17][cH:18]2)[CH2:39][c:40]2[cH:41][c:42]([O:51][CH2:60][CH2:61][N:62]([CH3:63])[CH3:64])[cH:43][c:44]([CH2:46][CH2:47][CH2:48][O:49][CH3:50])[cH:45]2)[CH2:2][CH2:3]1. Reactants: COC(=O)c1cc(Br)ccc1O, C1CCOC1, CC(C)OC(=O)N=NC(=O)OC(C)C, CC(C)(C)OC(=O)NCCO, c1ccc(P(c2ccccc2)c2ccccc2)cc1. As a reaction SMILES: [Br:15][c:16]1[cH:17][cH:18][c:19]([OH:26])[c:20]([C:21](=[O:22])[O:23][CH3:24])[cH:25]1.[CH2:57]1[O:58][CH2:59][CH2:60][CH2:61]1.[O:1]=[C:2]([O:3][CH:4]([CH3:5])[CH3:6])[N:7]=[N:8][C:9]([O:10][CH:11]([CH3:12])[CH3:13])=[O:14].[OH:27][CH2:28][CH2:29][NH:30][C:31]([O:32][C:33]([CH3:34])([CH3:35])[CH3:36])=[O:37].[c:38]1([P:39]([c:40]2[cH:41][cH:42][cH:43][cH:44][cH:45]2)[c:46]2[cH:47][cH:48][cH:49][cH:50][cH:51]2)[cH:52][cH:53][cH:54][cH:55][cH:56]1>>[Br:15][c:16]1[cH:17][cH:18][c:19]([O:26][CH2:28][CH2:29][NH:30][C:31]([O:32][C:33]([CH3:34])([CH3:35])[CH3:36])=[O:37])[c:20]([C:21](=[O:22])[O:23][CH3:24])[cH:25]1. Product: COC(=O)c1cc(Br)ccc1OCCNC(=O)OC(C)(C)C. Reported procedure: Preparation according to Example 3: 3-(1-ethyl-1,2,3,6-tetrahydropyridin-4-yl)-2-fluoro-N,N-dimethylbenzenesulfonamide (0.27 g, 0.86 mmol), methanol (10 ml), platinum oxide (0.05 g). Yield: 0.16 g (59%). The amine was converted to fumaric acid salt and recrystallized from ethanol/diisopropyl ether: M.p. 151-152° C. MS m/z (relative intensity, 70 eV) 314 (M+, 18), 313 (11), 300 (17), 299 (bp) 191 (11). The reagents and catalysts are [Pt]=O (platinum oxide). Solvent: CO (methanol). As a reaction SMILES: [CH2:1]([N:3]1[CH2:8][CH:7]=[C:6]([C:9]2[C:10]([F:21])=[C:11]([S:15]([N:18]([CH3:20])[CH3:19])(=[O:17])=[O:16])[CH:12]=[CH:13][CH:14]=2)[CH2:5][CH2:4]1)[CH3:2].C(O)(=O)/C=C/C(O)=O>[Pt]=O.CO>[CH2:1]([N:3]1[CH2:8][CH2:7][CH:6]([C:9]2[C:10]([F:21])=[C:11]([S:15]([N:18]([CH3:20])[CH3:19])(=[O:17])=[O:16])[CH:12]=[CH:13][CH:14]=2)[CH2:5][CH2:4]1)[CH3:2]. Yields the product C(C)N1CCC(CC1)C=1C(=C(C=CC1)S(=O)(=O)N(C)C)F (3-(1-ETHYLPIPERIDIN-4-YL)-2-FLUORO-N,N-DIMETHYLBENZENESULFONAMIDE). The reactants are C(C)N1CCC(=CC1)C=1C(=C(C=CC1)S(=O)(=O)N(C)C)F (3-(1-ethyl-1,2,3,6-tetrahydropyridin-4-yl)-2-fluoro-N,N-dimethylbenzenesulfonamide), amine, C(\C=C\C(=O)O)(=O)O (fumaric acid). Starting materials: CCOC(=O)CCCCCBr, O=C([O-])[O-], [K+], [K+], CN(C)C=O, O=C1CN=C(c2ccccc2)c2ccccc2N1. The product is CCOC(=O)CCCCCN1C(=O)CN=C(c2ccccc2)c2ccccc21. Reaction SMILES: [Br:19][CH2:20][CH2:21][CH2:22][CH2:23][CH2:24][C:25](=[O:26])[O:27][CH2:28][CH3:29].[C:30](=[O:31])([O-:32])[O-:33].[K+:34].[K+:35].[O:36]=[CH:37][N:38]([CH3:39])[CH3:40].[c:1]1([C:7]2=[N:13][CH2:12][C:11](=[O:14])[NH:10][c:9]3[c:8]2[cH:18][cH:17][cH:16][cH:15]3)[cH:2][cH:3][cH:4][cH:5][cH:6]1>>[c:1]1([C:7]2=[N:13][CH2:12][C:11](=[O:14])[N:10]([CH2:20][CH2:21][CH2:22][CH2:23][CH2:24][C:25](=[O:26])[O:27][CH2:28][CH3:29])[c:9]3[c:8]2[cH:18][cH:17][cH:16][cH:15]3)[cH:2][cH:3][cH:4][cH:5][cH:6]1.